This data is from the Open Reaction Database (ORD), a public repository of structured organic reaction records. The task is: describe an organic reaction: reactants, conditions, products, and yield Starting materials: Cc1ccc(-n2nc(C(C)(C)C)cc2NC(=O)Oc2ccccc2)cn1, C1CCOC1, COc1cc2ncnc(Oc3cccc(N)c3)c2cc1OC, CN(C)c1ccncc1. Yields the product COc1cc2ncnc(Oc3cccc(NC(=O)Nc4cc(C(C)(C)C)nn4-c4ccc(C)nc4)c3)c2cc1OC. As a reaction SMILES: [C:23]([CH3:24])([CH3:25])([CH3:26])[c:27]1[n:28][n:29](-[c:42]2[cH:43][n:44][c:45]([CH3:48])[cH:46][cH:47]2)[c:30]([NH:32][C:33]([O:34][c:36]2[cH:37][cH:38][cH:39][cH:40][cH:41]2)=[O:35])[cH:31]1.[CH2:49]1[O:50][CH2:51][CH2:52][CH2:53]1.[CH3:1][O:2][c:3]1[cH:4][c:5]2[c:6]([O:15][c:16]3[cH:17][c:18]([NH2:19])[cH:20][cH:21][cH:22]3)[n:7][cH:8][n:9][c:10]2[cH:11][c:12]1[O:13][CH3:14].[CH3:54][N:55]([c:56]1[cH:57][cH:58][n:59][cH:60][cH:61]1)[CH3:62]>>[CH3:1][O:2][c:3]1[cH:4][c:5]2[c:6]([O:15][c:16]3[cH:17][c:18]([NH:19][C:33]([NH:32][c:30]4[n:29](-[c:42]5[cH:43][n:44][c:45]([CH3:48])[cH:46][cH:47]5)[n:28][c:27]([C:23]([CH3:24])([CH3:25])[CH3:26])[cH:31]4)=[O:34])[cH:20][cH:21][cH:22]3)[n:7][cH:8][n:9][c:10]2[cH:11][c:12]1[O:13][CH3:14]. The reactants are [H-].[Al+3].[Li+].[H-].[H-].[H-] (lithium aluminum hydride), N1=CC(=CC=C1)C(CC(=O)OCC)C (ethyl 3-(pyridin-3-yl)butanoate). The solvent is O1CCCC1 (tetrahydrofuran), O1CCCC1 (tetrahydrofuran). Yields the product N1=CC(=CC=C1)C(CCO)C (3-(pyridin-3-yl)butan-1-ol). The yield is 50.6%. Reaction SMILES: [H-].[Al+3].[Li+].[H-].[H-].[H-].[N:7]1[CH:12]=[CH:11][CH:10]=[C:9]([CH:13]([CH3:20])[CH2:14][C:15](OCC)=[O:16])[CH:8]=1>O1CCCC1>[N:7]1[CH:12]=[CH:11][CH:10]=[C:9]([CH:13]([CH3:20])[CH2:14][CH2:15][OH:16])[CH:8]=1 |f:0.1.2.3.4.5|. Procedure: According to Step 3 of Reference Example 8-65, by use of lithium aluminum hydride (75 mg, 2.0 mmol), tetrahydrofuran (10 mL) and a solution prepared by dissolving, in tetrahydrofuran (5 mL), ethyl 3-(pyridin-3-yl)butanoate (339 mg, 2.0 mmol) obtained in Step 2 of Reference Example 8-66, the mixture was stirred and reacted under cooling in an ice bath for 1 hour. Thus, 3-(pyridin-3-yl)butan-1-ol (Compound EN) (153 mg, yield: 99%) was obtained. Starting materials: C(CCCCCCCC)(=O)C1=CC=C(C(=O)O)C=C1 (4-nonanoyl benzoic acid), OC1=CC=C(C=C1)C1=CC=C(C=C1)C(C(CCCCCC)C)=O ((+)-4-hydroxy-4'-(2-methyloctanoyl) biphenyl), 4-nonanoyl benzoic acid ester, C1(CCCCC1)N=C=NC1CCCCC1 (N,N'-dicyclohexylcarbodiimide). Reagents/catalysts: CN(C1=CC=NC=C1)C (4-dimethylamino pyridine). Solvent: C(Cl)Cl (methylene chloride). The product is CC(C(=O)C1=CC=C(C=C1)C1=CC=CC=C1)CCCCCC (4-(2-methyloctanoyl) biphenyl). Yield: 32.9%. As a reaction SMILES: C(C1C=CC(C(O)=O)=CC=1)(=O)CCCCCCCC.O[C:21]1[CH:26]=[CH:25][C:24]([C:27]2[CH:32]=[CH:31][C:30]([C:33](=[O:42])[CH:34]([CH3:41])[CH2:35][CH2:36][CH2:37][CH2:38][CH2:39][CH3:40])=[CH:29][CH:28]=2)=[CH:23][CH:22]=1.C1(N=C=NC2CCCCC2)CCCCC1>CN(C)C1C=CN=CC=1.C(Cl)Cl>[CH3:41][CH:34]([CH2:35][CH2:36][CH2:37][CH2:38][CH2:39][CH3:40])[C:33]([C:30]1[CH:31]=[CH:32][C:27]([C:24]2[CH:25]=[CH:26][CH:21]=[CH:22][CH:23]=2)=[CH:28][CH:29]=1)=[O:42]. Procedure details: To 10 ml of methylene chloride were added 85 mg (0.32 mmol) of 4-nonanoyl benzoic acid obtained in Example 33, 100 mg (0.32 mmol) of (+)-4-hydroxy-4'-(2-methyloctanoyl) biphenyl and 6 mg of 4-dimethylamino pyridine, which was added with 73 mg (0.35 mmol) of N,N'-dicyclohexylcarbodiimide. This mixture was reacted by heating under reflux for 4 hours, and the precipitated solid was filtered off. The filtrate was condensed, isolated by a column chromatography of silica gel and recrystallized with et... Solvent: CS(=O)C (dimethyl sulfoxide). Yields the product C1(=CC=CS1)C(=O)C1=CC=C(C=C1)CC#N (2-[p-(2-thenoyl)phenyl] acetonitrile). Reactants: [C-]#N.[Na+] (sodium cyanide), S1C(=CC=C1)C(=O)C1=CC=C(C=C1)CBr (α-bromo-p-tolyl 2-thienyl ketone). Reported procedure: A mixture of 5.9 parts of sodium cyanide in 40 parts of dimethyl sulfoxide is heated to 60° C and there are added at once 11.3 parts of α-bromo-p-tolyl 2-thienyl ketone (exothermic reaction: temperature rises to 100° C). The whole is stirred for 2 hours at 60° C. After cooling, the reaction mixture is poured onto water and the product is extracted three times with 450 parts of chloroform. The combined extracts are washed twice with 200 parts of water, dried and evaporated. The dark-coloured resi... As a reaction SMILES: [C-:1]#[N:2].[Na+].[S:4]1[CH:8]=[CH:7][CH:6]=[C:5]1[C:9]([C:11]1[CH:16]=[CH:15][C:14]([CH2:17]Br)=[CH:13][CH:12]=1)=[O:10]>CS(C)=O>[C:5]1([C:9]([C:11]2[CH:16]=[CH:15][C:14]([CH2:17][C:1]#[N:2])=[CH:13][CH:12]=2)=[O:10])[S:4][CH:8]=[CH:7][CH:6]=1 |f:0.1|. Reaction conditions: temperature 60 celsius, time 2 hour. The reactants are CI, CC(C)Cc1nc2cc(C(C)C(=O)[O-])ccc2s1, CC(C)[N-]C(C)C, [Li+], C1CCOC1. Product: COC(=O)C(C)c1ccc2sc(CC(C)C)nc2c1. RXN SMILES: [CH3:27][I:28].[CH3:9][CH:10]([C:11](=[O:12])[O-:13])[c:14]1[cH:15][cH:16][c:17]2[c:18]([n:19][c:20]([CH2:22][CH:23]([CH3:24])[CH3:25])[s:21]2)[cH:26]1.[CH:1]([N-:2][CH:3]([CH3:4])[CH3:5])([CH3:6])[CH3:7].[Li+:8].[O:29]1[CH2:30][CH2:31][CH2:32][CH2:33]1>>[CH3:1][O:13][C:11]([CH:10]([CH3:9])[c:14]1[cH:15][cH:16][c:17]2[c:18]([n:19][c:20]([CH2:22][CH:23]([CH3:24])[CH3:25])[s:21]2)[cH:26]1)=[O:12]. Reactants: C(C)(C)(C)C1=CC=C(C=C1)C=1N=C2N(C(=CC=C2)N2CCNCC2)C1 (2-(4-tert-Butyl-phenyl)-5-piperazin-1-yl-imidazo[1,2-a]pyridine), NC1=NC=CC=C1 (2-Aminopyridine), C(C)(C)(C)C1=CC=C(C(CCl)=O)C=C1 (4-tert-butylphenacyl chloride). Yields the product C(C)(C)(C)C1=CC=C(C=C1)C=1N=C2N(C=CC=C2)C1 (4-tert-butyl-phenyl-imidazo[1,2-a]pyridine). As a reaction SMILES: [C:1]([C:5]1[CH:10]=[CH:9][C:8]([C:11]2[N:12]=[C:13]3[CH:18]=[CH:17][CH:16]=[C:15](N4CCNCC4)[N:14]3[CH:25]=2)=[CH:7][CH:6]=1)([CH3:4])([CH3:3])[CH3:2].NC1C=CC=CN=1.C(C1C=CC(C(=O)CCl)=CC=1)(C)(C)C>>[C:1]([C:5]1[CH:10]=[CH:9][C:8]([C:11]2[N:12]=[C:13]3[CH:18]=[CH:17][CH:16]=[CH:15][N:14]3[CH:25]=2)=[CH:7][CH:6]=1)([CH3:4])([CH3:2])[CH3:3]. Reported procedure: Scheme 4 provides the synthesis of a specific intermediate following the general procedures set forth in Scheme 3, which can be further elaborated to provide compounds of the Formula (IB). 2-(4-tert-Butyl-phenyl)-5-piperazin-1-yl-imidazo[1,2-a]pyridine (7) was obtained as described in Scheme 4. 2-Aminopyridine was cyclized with 4-tert-butylphenacyl chloride to afford 2-(4-tert-butyl-phenyl-imidazo[1,2-a]pyridine (5). Lithiation followed by bromination provided a ratio of three products (6a, 70.7...